Dataset: the Open Reaction Database (ORD), a public repository of structured organic reaction records. Task: describe an organic reaction: reactants, conditions, products, and yield The reactants are CO, [Na+], [OH-], COC(=O)CCCNC(=O)CCCCC1CCSS1. Yields the product O=C(O)CCCNC(=O)CCCCC1CCSS1. Reaction SMILES: [CH3:22][OH:23].[Na+:21].[OH-:20].[S:1]1[S:2][CH:3]([CH2:6][CH2:7][CH2:8][CH2:9][C:10](=[O:11])[NH:12][CH2:13][CH2:14][CH2:15][C:16](=[O:17])[O:18][CH3:19])[CH2:4][CH2:5]1>>[S:1]1[S:2][CH:3]([CH2:6][CH2:7][CH2:8][CH2:9][C:10](=[O:11])[NH:12][CH2:13][CH2:14][CH2:15][C:16](=[O:17])[OH:18])[CH2:4][CH2:5]1. Reactants: C(C1=CC=CC=C1)OC=1C=NC=CC1C1=NC=2C(=NC=C(C2)C(F)(F)F)N1C (2-(3-benzyloxypyridin-4-yl-)-3-methyl-6-trifluoromethyl-3H-imidazo[4,5-b]pyridine). The reagents and catalysts are [Pd] (palladium charcoal). The solvent is C(C)O (ethanol). Run at time 3 hour. Yields the product CN1C(=NC=2C1=NC=C(C2)C(F)(F)F)C2=C(C=NC=C2)O (4-(3-methyl-6-trifluoromethyl-3H-imidazo[4,5-b]pyridine-2-yl]-pyridin-3-ol). Isolated yield 30.4%. RXN SMILES: C([O:8][C:9]1[CH:10]=[N:11][CH:12]=[CH:13][C:14]=1[C:15]1[N:27]([CH3:28])[C:18]2=[N:19][CH:20]=[C:21]([C:23]([F:26])([F:25])[F:24])[CH:22]=[C:17]2[N:16]=1)C1C=CC=CC=1>[Pd].C(O)C>[CH3:28][N:27]1[C:18]2=[N:19][CH:20]=[C:21]([C:23]([F:26])([F:24])[F:25])[CH:22]=[C:17]2[N:16]=[C:15]1[C:14]1[CH:13]=[CH:12][N:11]=[CH:10][C:9]=1[OH:8]. Procedure: A mixture of 1.16 g of 2-(3-benzyloxypyridin-4-yl-)-3-methyl-6-trifluoromethyl-3H-imidazo[4,5-b]pyridine, 60 ml of ethanol and 0.12 g of 5% palladium charcoal was stirred for 3 hours at room temperature under a hydrogen atmosphere of about 1 atm. The mixture was filtrated through Celite (registered trademark), and the filtrate was concentrated under reduced pressure, to obtain 0.27 g of 4-(3-methyl-6-trifluoromethyl-3H-imidazo[4,5-b]pyridine-2-yl]-pyridin-3-ol (hereinafter, referred to as presen... The reactants are CCO, O=C1CC(C[N+](=O)[O-])CCN1Cc1ccc(F)cc1, O. The product is NCC1CCN(Cc2ccc(F)cc2)C(=O)C1. Reaction SMILES: [CH3:20][CH2:21][OH:22].[F:1][c:2]1[cH:3][cH:4][c:5]([CH2:6][N:7]2[C:8](=[O:17])[CH2:9][CH:10]([CH2:13][N+:14]([O-:15])=[O:16])[CH2:11][CH2:12]2)[cH:18][cH:19]1.[OH2:23]>>[F:1][c:2]1[cH:3][cH:4][c:5]([CH2:6][N:7]2[C:8](=[O:17])[CH2:9][CH:10]([CH2:13][NH2:14])[CH2:11][CH2:12]2)[cH:18][cH:19]1. Starting materials: FC(C1=CC=C(C=C1)C#CCCOS(=O)(=O)C)(F)F (methanesulfonic acid 4-(4-trifluoromethyl-phenyl)-but-3-ynyl ester), [Na+].[I-] (NaI). The solvent is CC(CC)=O (2-butanone). Reaction conditions: temperature 90 celsius. Yields the product ICCC#CC1=CC=C(C=C1)C(F)(F)F (1-(4-Iodo-but-1-ynyl)-4-trifluoromethyl-benzene). Yield: 98.8%. As a reaction SMILES: [F:1][C:2]([F:19])([F:18])[C:3]1[CH:8]=[CH:7][C:6]([C:9]#[C:10][CH2:11][CH2:12]OS(C)(=O)=O)=[CH:5][CH:4]=1.[Na+].[I-:21]>CC(=O)CC>[I:21][CH2:12][CH2:11][C:10]#[C:9][C:6]1[CH:7]=[CH:8][C:3]([C:2]([F:19])([F:18])[F:1])=[CH:4][CH:5]=1 |f:1.2|. Procedure: To a solution of 3.16 g (10.81 mmol) methanesulfonic acid 4-(4-trifluoromethyl-phenyl)-but-3-ynyl ester in 100 ml 2-butanone was added 3.24 g (21.62 mmol) NaI. The mixture was heated for 2 h at 90° C. The solvent was evaporated and the residue suspended in dichloromethane, ether was added and the suspension was filtrated. Evaporation of the organic phase gave 3.46 g of the title compound as an orange liquid. Starting materials: C(C)(=O)OCC.CCCCCC (ethyl acetate hexane), [BH4-].[Na+] (Sodium borohydride), CN(S(=O)(=O)N1C(=NC(=C1)C(=O)C1(CCC1)C(F)(F)F)CCC1=CC=C(C=C1)C1=NC=CC=C1)C (N,N-dimethyl-2-[2-(4-pyridin-2-ylphenyl)ethyl]-4-{[1-(trifluoromethyl)cyclobutyl]carbonyl}-1H-imidazole-1-sulfonamide). The reagents and catalysts are O (water). The solvent is CO (methanol). Run at time 1 hour. Product: OC(C=1N=C(N(C1)S(=O)(=O)N(C)C)CCC1=CC=C(C=C1)C1=NC=CC=C1)C1(CCC1)C(F)(F)F (4-{hydroxy[1-(trifluoromethyl)cyclobutyl]methyl)-N,N-dimethyl-2-[2-(4-pyridin-2-ylphenyl)ethyl]-1H-imidazole-1-sulfonamide). RXN SMILES: [BH4-].[Na+].[CH3:3][N:4]([CH3:37])[S:5]([N:8]1[CH:12]=[C:11]([C:13]([C:15]2([C:19]([F:22])([F:21])[F:20])[CH2:18][CH2:17][CH2:16]2)=[O:14])[N:10]=[C:9]1[CH2:23][CH2:24][C:25]1[CH:30]=[CH:29][C:28]([C:31]2[CH:36]=[CH:35][CH:34]=[CH:33][N:32]=2)=[CH:27][CH:26]=1)(=[O:7])=[O:6].C(OCC)(=O)C.CCCCCC>CO.O>[OH:14][CH:13]([C:15]1([C:19]([F:22])([F:21])[F:20])[CH2:16][CH2:17][CH2:18]1)[C:11]1[N:10]=[C:9]([CH2:23][CH2:24][C:25]2[CH:30]=[CH:29][C:28]([C:31]3[CH:36]=[CH:35][CH:34]=[CH:33][N:32]=3)=[CH:27][CH:26]=2)[N:8]([S:5]([N:4]([CH3:3])[CH3:37])(=[O:7])=[O:6])[CH:12]=1 |f:0.1,3.4|. Reported procedure: Sodium borohydride (8 mg, 0.21 mmol) was added to a solution of N,N-dimethyl-2-[2-(4-pyridin-2-ylphenyl)ethyl]-4-{[1-(trifluoromethyl)cyclobutyl]carbonyl}-1H-imidazole-1-sulfonamide (106 mg, 0.21 mmol) in methanol (3 mL) at 0° C. followed by 1 drop of water. The resulting solution was stirred at rt for 1 hr. The reaction mixture was partially concentrated and partitioned between 1N aqueous sodium hydroxide and ethyl acetate. The organic phase was washed with brine, dried (sodium sulfate) and con...